From a dataset of the Open Reaction Database (ORD), a public repository of structured organic reaction records. describe an organic reaction: reactants, conditions, products, and yield Starting materials: ClC1=NC(=NC(=C1)N1C[C@H](OC[C@H]1C)C)NC (4-chloro-6-[(2R,5R)-2,5-dimethyl-4-morpholinyl]-N-methyl-2-pyrimidinamine), FC1=C(C#N)C=CC(=C1)B1OC(C(O1)(C)C)(C)C (2-fluoro-4-(4,4,5,5-tetramethyl-1,3,2-dioxaborolan-2-yl)benzonitrile), C(=O)([O-])[O-].[Na+].[Na+] (Na2CO3). The reagents and catalysts are C=1C=CC(=CC1)[P](C=2C=CC=CC2)(C=3C=CC=CC3)[Pd]([P](C=4C=CC=CC4)(C=5C=CC=CC5)C=6C=CC=CC6)([P](C=7C=CC=CC7)(C=8C=CC=CC8)C=9C=CC=CC9)[P](C=1C=CC=CC1)(C=1C=CC=CC1)C=1C=CC=CC1 (Pd(Ph3P)4). The solvent is O1CCOCC1 (1,4-dioxane), O (water). Product: C[C@@H]1CN([C@@H](CO1)C)C1=CC(=NC(=N1)NC)C1=CC(=C(C#N)C=C1)F (4-[6-[(2R,5R)-2,5-Dimethyl-4-morpholinyl]-2-(methylamino)-4-pyrimidinyl]-2-fluorobenzonitrile). Yield: 55.1%. RXN SMILES: Cl[C:2]1[CH:7]=[C:6]([N:8]2[C@H:13]([CH3:14])[CH2:12][O:11][C@H:10]([CH3:15])[CH2:9]2)[N:5]=[C:4]([NH:16][CH3:17])[N:3]=1.[F:18][C:19]1[CH:26]=[C:25](B2OC(C)(C)C(C)(C)O2)[CH:24]=[CH:23][C:20]=1[C:21]#[N:22].C([O-])([O-])=O.[Na+].[Na+]>O1CCOCC1.O.C1C=CC([P]([Pd]([P](C2C=CC=CC=2)(C2C=CC=CC=2)C2C=CC=CC=2)([P](C2C=CC=CC=2)(C2C=CC=CC=2)C2C=CC=CC=2)[P](C2C=CC=CC=2)(C2C=CC=CC=2)C2C=CC=CC=2)(C2C=CC=CC=2)C2C=CC=CC=2)=CC=1>[CH3:15][C@H:10]1[O:11][CH2:12][C@@H:13]([CH3:14])[N:8]([C:6]2[N:5]=[C:4]([NH:16][CH3:17])[N:3]=[C:2]([C:25]3[CH:24]=[CH:23][C:20]([C:21]#[N:22])=[C:19]([F:18])[CH:26]=3)[CH:7]=2)[CH2:9]1 |f:2.3.4,^1:52,54,73,92|. Procedure: To a solution of 4-chloro-6-[(2R,5R)-2,5-dimethyl-4-morpholinyl]-N-methyl-2-pyrimidinamine (430 mg, 1.675 mmol) and 2-fluoro-4-(4,4,5,5-tetramethyl-1,3,2-dioxaborolan-2-yl)benzonitrile (621 mg, 2.51 mmol) in 1,4-dioxane (2 mL) and water (1.00 mL) in a microwave reaction vessel stirred under nitrogen at room temperature was added Na2CO3 (355 mg, 3.35 mmol) and Pd(Ph3P)4 (194 mg, 0.167 mmol). The reaction vessel was sealed and heated in Biotage Initiator using initial normal to 120° C. for 1 hour.... Procedure: Intermediate 111 was coupled with 2-(3,5-difluoro-phenyl)-ethylamine following procedure F. The resulting product was deprotected following procedure G2. LC-MS showed the product had the expected M+H+ of 425. 1H NMR (Varian 300 MHz, CD3OD, shifts relative to the solvent peak at 3.3 ppm) δ 8.72 (s, 1H), 8.36 (t, 2H), 7.97 (d, 1H), 7.73 (d, 1H), 7.69 (d, 1H), 7.01 (d, 2H), 6.72 (s, 1H), 4.43 (d, 1H), 4.05 (m, 3H), 3.55 (m, 6H), 3.39 (m, 1H), 3.06 (t, 2H), 1.77 (d, 3H). Reactants: C(C)(C)(C)OC(=O)N1CC(N(CC1)CC1=CC(=CC=C1)C1=NC(=NC=C1)Cl)C (4-[3-(2-Chloro-pyrimidin-4-yl)-benzyl]-3-methyl-piperazine-1-carboxylic acid tert-butyl ester), FC=1C=C(C=C(C1)F)CCN (2-(3,5-difluoro-phenyl)-ethylamine), 425. The product is FC=1C=C(C=C(C1)F)CCNC1=NC=CC(=N1)C1=CC(=CC=C1)CN1[C@@H](CNCC1)C ([2-(3,5-Difluoro-phenyl)-ethyl]-{4-[3-(2(R)-methyl-piperazin-1-ylmethyl)-phenyl]-pyrimidin-2-yl}-amine). As a reaction SMILES: C(OC([N:8]1[CH2:13][CH2:12][N:11]([CH2:14][C:15]2[CH:20]=[CH:19][CH:18]=[C:17]([C:21]3[CH:26]=[CH:25][N:24]=[C:23](Cl)[N:22]=3)[CH:16]=2)[CH:10]([CH3:28])[CH2:9]1)=O)(C)(C)C.[F:29][C:30]1[CH:31]=[C:32]([CH2:37][CH2:38][NH2:39])[CH:33]=[C:34]([F:36])[CH:35]=1>>[F:29][C:30]1[CH:31]=[C:32]([CH2:37][CH2:38][NH:39][C:23]2[N:22]=[C:21]([C:17]3[CH:18]=[CH:19][CH:20]=[C:15]([CH2:14][N:11]4[CH2:12][CH2:13][NH:8][CH2:9][C@H:10]4[CH3:28])[CH:16]=3)[CH:26]=[CH:25][N:24]=2)[CH:33]=[C:34]([F:36])[CH:35]=1. Yields the product CN1CCN(c2ccc([N+](=O)[O-])nc2)CC1CF. Starting materials: O=[N+]([O-])c1ccc(Br)cn1, O=C([O-])[O-], C1COCCO1, O=C(C=Cc1ccccc1)C=Cc1ccccc1, O=C(C=Cc1ccccc1)C=Cc1ccccc1, O=C(C=Cc1ccccc1)C=Cc1ccccc1, [Cs+], [Cs+], CN1CCNCC1CF, [Pd], [Pd]. Reaction SMILES: [Br:10][c:11]1[cH:12][cH:13][c:14]([N+:17](=[O:18])[O-:19])[n:15][cH:16]1.[C:20](=[O:21])([O-:22])[O-:23].[CH2:82]1[O:83][CH2:84][CH2:85][O:86][CH2:87]1.[CH:28](=[CH:29][C:30]([CH:31]=[CH:32][c:33]1[cH:34][cH:35][cH:36][cH:37][cH:38]1)=[O:39])[c:40]1[cH:41][cH:42][cH:43][cH:44][cH:45]1.[CH:46](=[CH:47][C:48]([CH:49]=[CH:50][c:51]1[cH:52][cH:53][cH:54][cH:55][cH:56]1)=[O:57])[c:58]1[cH:59][cH:60][cH:61][cH:62][cH:63]1.[CH:64](=[CH:65][C:66]([CH:67]=[CH:68][c:69]1[cH:70][cH:71][cH:72][cH:73][cH:74]1)=[O:75])[c:76]1[cH:77][cH:78][cH:79][cH:80][cH:81]1.[Cs+:24].[Cs+:25].[F:1][CH2:2][CH:3]1[N:4]([CH3:9])[CH2:5][CH2:6][NH:7][CH2:8]1.[Pd:26].[Pd:27]>>[F:1][CH2:2][CH:3]1[N:4]([CH3:9])[CH2:5][CH2:6][N:7]([c:11]2[cH:12][cH:13][c:14]([N+:17](=[O:18])[O-:19])[n:15][cH:16]2)[CH2:8]1. The reactants are C1CCOC1, CO, COC(=O)c1cccc2ccn(-c3cccc(Cl)c3)c12, Cl, [Li+], [OH-], O. The product is O=C(O)c1cccc2ccn(-c3cccc(Cl)c3)c12. Reaction SMILES: [CH2:24]1[O:25][CH2:26][CH2:27][CH2:28]1.[CH3:29][OH:30].[Cl:1][c:2]1[cH:3][c:4](-[n:8]2[cH:9][cH:10][c:11]3[cH:12][cH:13][cH:14][c:15]([C:17](=[O:18])[O:19][CH3:20])[c:16]23)[cH:5][cH:6][cH:7]1.[ClH:23].[Li+:22].[OH-:21].[OH2:31]>>[Cl:1][c:2]1[cH:3][c:4](-[n:8]2[cH:9][cH:10][c:11]3[cH:12][cH:13][cH:14][c:15]([C:17](=[O:18])[OH:19])[c:16]23)[cH:5][cH:6][cH:7]1. Reactants: [BH4-], CC(C)CCN, CO, Cc1cc(C(N)=O)ccc1-c1ccc(C=O)cc1, [Na+]. Product: Cc1cc(C(N)=O)ccc1-c1ccc(CNCCC(C)C)cc1. As a reaction SMILES: [BH4-:25].[CH2:19]([CH2:20][CH:21]([CH3:22])[CH3:23])[NH2:24].[CH3:27][OH:28].[CH:1](=[O:2])[c:3]1[cH:4][cH:5][c:6](-[c:9]2[c:10]([CH3:18])[cH:11][c:12]([C:15](=[O:16])[NH2:17])[cH:13][cH:14]2)[cH:7][cH:8]1.[Na+:26]>>[CH2:1]([c:3]1[cH:4][cH:5][c:6](-[c:9]2[c:10]([CH3:18])[cH:11][c:12]([C:15](=[O:16])[NH2:17])[cH:13][cH:14]2)[cH:7][cH:8]1)[NH:24][CH2:19][CH2:20][CH:21]([CH3:22])[CH3:23]. Reactants: [Na] (Sodium), FC=1C=C(C=CC1)C1=CC=C2CCC(C2=C1)=O (6-(3-fluorophenyl)-2,3-dihydro-1H-inden-1-one). Run in CO (methanol). Conditions: time 1 hour. Yields the product FC=1C=C(C=CC1)C1=CC=C2CCC(C2=C1)O (6-(3-fluorophenyl)-2,3-dihydro-1H-inden-1-ol). Yield: 100.4%. As a reaction SMILES: [Na].[F:2][C:3]1[CH:4]=[C:5]([C:9]2[CH:17]=[C:16]3[C:12]([CH2:13][CH2:14][C:15]3=[O:18])=[CH:11][CH:10]=2)[CH:6]=[CH:7][CH:8]=1>CO>[F:2][C:3]1[CH:4]=[C:5]([C:9]2[CH:17]=[C:16]3[C:12]([CH2:13][CH2:14][CH:15]3[OH:18])=[CH:11][CH:10]=2)[CH:6]=[CH:7][CH:8]=1 |^1:0|. Reported procedure: Sodium borohyride (19 mg, 0.5 mmol) was added to a solution of 6-(3-fluorophenyl)-2,3-dihydro-1H-inden-1-one (55 mg, 0.24 mmol) and methanol (12 mL) in a 100 mL round bottom flask at 0° C. After stirring for 1 hour, the resulting mixture was warmed to room temperature. The reaction was quenched with saturated aqueous ammonium chloride (100 mL) and extracted with ethyl acetate (100 mL). The organic extract was dried (Na2SO4), filtered and concentrated. The resulting crude residue was purified by ... Reactants: FC1=CC=C(C(=O)C2C(CCCC2)=O)C=C1 (2-(4-fluorobenzoyl)cyclohexanone), NC(=O)N (urea), Cl (hydrochloric acid), C(C)O (ethanol). Solvent: O (water). Product: FC1=CC=C(C=C1)C1=NC(NC=2CCCCC12)=O (4-(4-fluorophenyl)-5,6,7,8-tetrahydro-2(1H)-quinazolinone). The yield is 61.8%. RXN SMILES: [F:1][C:2]1[CH:16]=[CH:15][C:5]([C:6]([CH:8]2[CH2:13][CH2:12][CH2:11][CH2:10][C:9]2=O)=O)=[CH:4][CH:3]=1.[NH2:17][C:18]([NH2:20])=[O:19].Cl.C(O)C>O>[F:1][C:2]1[CH:16]=[CH:15][C:5]([C:6]2[C:8]3[CH2:13][CH2:12][CH2:11][CH2:10][C:9]=3[NH:20][C:18](=[O:19])[N:17]=2)=[CH:4][CH:3]=1. Procedure: A mixture of 2-(4-fluorobenzoyl)cyclohexanone (14 g), urea (7.6 g), conc. hydrochloric acid (8 ml) and ethanol (40 ml) is refluxed for 8 hours. After cooling, the reaction mixture is diluted with water and washed with methylene chloride. The aqueous layer is made alkaline with potassium carbonate, and the precipitated crystal is separated by filtration and recrystallized from N,N-dimethylformamide-ethanol to give the desired compound (9.6 g), m.p. 248°-253° C.